describe an organic reaction: reactants, conditions, products, and yield From a dataset of the Open Reaction Database (ORD), a public repository of structured organic reaction records. The reactants are B1(OC(C(O1)(C)C)(C)C)C2=CC=C(C=C2)O (4-hydroxyphenylboronic acid pinacol cyclic ester), OC1=CC=C(C=C1)C1=C(OC=C1)C(=O)O (3-(4-hydroxyphenyl)-2-furancarboxylic acid). The product is OC1=CC=C(C=C1)C1=C(OC=C1)C(=O)OCC (ethyl 3-(4-hydroxyphenyl)-2-furancarboxylate). As a reaction SMILES: B1(C2C=CC(O)=CC=2)O[C:4](C)(C)[C:3](C)(C)O1.[OH:17][C:18]1[CH:23]=[CH:22][C:21]([C:24]2[CH:28]=[CH:27][O:26][C:25]=2[C:29]([OH:31])=[O:30])=[CH:20][CH:19]=1>>[OH:17][C:18]1[CH:23]=[CH:22][C:21]([C:24]2[CH:28]=[CH:27][O:26][C:25]=2[C:29]([O:31][CH2:3][CH3:4])=[O:30])=[CH:20][CH:19]=1. Reported procedure: Using 4-hydroxyphenylboronic acid pinacol cyclic ester, a reaction and treatment was carried out in the same manner as in Reference Example 2, thereby giving 3-(4-hydroxyphenyl)-2-furancarboxylic acid. A reaction and treatment was further carried out in the same manner as in Reference Example 1, thereby giving the desired compound.